describe an organic reaction: reactants, conditions, products, and yield From a dataset of the Open Reaction Database (ORD), a public repository of structured organic reaction records. Reactants: C(#N)C=1C=C(C(=O)O)C=CC1OC (3-cyano-4-methoxybenzoic acid), C1(=CC=CC=C1)C (toluene), S(=O)(Cl)Cl (thionyl chloride). Run in CN(C=O)C (N,N-dimethylformamide). Run at temperature 60 celsius, time 16 hour. Product: C(#N)C=1C=C(C(=O)Cl)C=CC1OC (3-cyano-4-methoxybenzoyl chloride). As a reaction SMILES: [C:1]([C:3]1[CH:4]=[C:5]([CH:9]=[CH:10][C:11]=1[O:12][CH3:13])[C:6](O)=[O:7])#[N:2].C1(C)C=CC=CC=1.S(Cl)([Cl:23])=O>CN(C)C=O>[C:1]([C:3]1[CH:4]=[C:5]([CH:9]=[CH:10][C:11]=1[O:12][CH3:13])[C:6]([Cl:23])=[O:7])#[N:2]. Reported procedure: To 3-cyano-4-methoxybenzoic acid (1.78 g), toluene (20 mL), N,N-dimethylformamide (3 droplets) and thionyl chloride (1.14 mL) were added, and then the mixture was stirred at 60° C. for 16 hours. The solvent was distilled off under reduced pressure and the obtained residue was azeotroped with toluene and used for the synthesis of (d). Starting materials: COC(=O)CBr, O=C([O-])[O-], NC(Cc1ccc(O)cc1)C(=O)OCc1ccccc1, C1CCOC1, CCN(C(C)C)C(C)C, [Cs+], [Cs+], Cc1ccc(S(=O)(=O)O)cc1. Yields the product NC(Cc1ccc(O)cc1)C(=O)O. As a reaction SMILES: [Br:47][CH2:48][C:49]([O:50][CH3:51])=[O:52].[C:41](=[O:42])([O-:43])[O-:44].[CH2:12]([c:13]1[cH:14][cH:15][cH:16][cH:17][cH:18]1)[O:19][C:20]([CH:21]([NH2:22])[CH2:23][c:24]1[cH:25][cH:26][c:27]([OH:30])[cH:28][cH:29]1)=[O:31].[CH2:53]1[O:54][CH2:55][CH2:56][CH2:57]1.[CH:32]([N:33]([CH2:34][CH3:35])[CH:36]([CH3:37])[CH3:38])([CH3:39])[CH3:40].[Cs+:45].[Cs+:46].[c:1]1([CH3:2])[cH:3][cH:4][c:5]([S:6]([OH:7])(=[O:8])=[O:9])[cH:10][cH:11]1>>[O:19]=[C:20]([CH:21]([NH2:22])[CH2:23][c:24]1[cH:25][cH:26][c:27]([OH:30])[cH:28][cH:29]1)[OH:31]. The reactants are C[Si](C)(C)C#C (trimethylsilylacetylene), C(C)NC(C(C)C1=CC=C(C=C1)I)=O (N-ethyl-2-(4-iodo-phenyl)-propionamide), CCOC(=O)C (EtOAc), TEA. The reagents and catalysts are [Cu]I (copper(I)iodide), Cl[Pd]([P](C1=CC=CC=C1)(C2=CC=CC=C2)C3=CC=CC=C3)([P](C4=CC=CC=C4)(C5=CC=CC=C5)C6=CC=CC=C6)Cl (Pd(PPh3)2Cl2). Run in C(C)#N (acetonitrile). Run at time 2.5 hour. The product is C(C)NC(C(C)C1=CC=C(C=C1)C#C[Si](C)(C)C)=O (N-Ethyl-2-(4-trimethylsilanylethynyl-phenyl)-propionamide). As a reaction SMILES: [CH3:1][Si:2]([C:5]#[CH:6])([CH3:4])[CH3:3].[CH2:7]([NH:9][C:10](=[O:20])[CH:11]([C:13]1[CH:18]=[CH:17][C:16](I)=[CH:15][CH:14]=1)[CH3:12])[CH3:8].CCOC(C)=O>C(#N)C.Cl[Pd](Cl)([P](C1C=CC=CC=1)(C1C=CC=CC=1)C1C=CC=CC=1)[P](C1C=CC=CC=1)(C1C=CC=CC=1)C1C=CC=CC=1.[Cu]I>[CH2:7]([NH:9][C:10](=[O:20])[CH:11]([C:13]1[CH:18]=[CH:17][C:16]([C:6]#[C:5][Si:2]([CH3:4])([CH3:3])[CH3:1])=[CH:15][CH:14]=1)[CH3:12])[CH3:8] |^1:32,51|. Procedure details: To 4.90 g (49.9 mmol) trimethylsilylacetylene in 450 mL acetonitrile are added 12.1 g (39.9 mmol) N-ethyl-2-(4-iodo-phenyl)-propionamide (IV.1) under argon, followed by 1.68 g (2.40 mmol) Pd(PPh3)2Cl2 as catalyst, 0.23 g (1.20 mmol) copper(I)iodide and 11.1 mL (80 mmol) TEA as base. The mixture is stirred at rt for 2.5 h. After that time, EtOAc is added and the organic layer is washed with saturated ammonium chloride solution and brine. The organic layer is separated, dried over sodium sulphate ... Reactants: ClC1=C(OCC#N)C=CC=C1Cl ((2,3-dichlorophenoxy)acetonitrile), C(C)O (ethanol). The solvent is CCOCC (ether). The product is Cl.ClC1=C(OCC(OCC)=N)C=CC=C1Cl (Ethyl 2-(2,3-dichlorophenoxy)acetimidate hydrochloride). Reaction SMILES: [Cl:1][C:2]1[C:11]([Cl:12])=[CH:10][CH:9]=[CH:8][C:3]=1[O:4][CH2:5][C:6]#[N:7].[CH2:13]([OH:15])[CH3:14]>CCOCC>[ClH:1].[Cl:1][C:2]1[C:11]([Cl:12])=[CH:10][CH:9]=[CH:8][C:3]=1[O:4][CH2:5][C:6](=[NH:7])[O:15][CH2:13][CH3:14] |f:3.4|. Procedure: Obtained using the procedure described in section a of Example 6, starting with 219.8 g (1.086 moles) of (2,3-dichlorophenoxy)acetonitrile [prepared according to R. W. Fuller et al., J. Med. Chem. 1973, 16, 101] and 50.0 g (1.086 moles) of absolute ethanol in 1750 ml of ether. Reaction time: 16 hours at 0° C. Yld: 293.5 g (95%), m.p. 167°-169° C. Yields the product CS(=O)(=O)c1sc(S(N)(=O)=O)cc1CCO. As a reaction SMILES: [CH3:1][O:2][CH:3]([O:4][CH2:5][O:7][CH2:8][CH2:9][c:10]1[cH:11][c:12]([S:19](=[O:20])(=[O:21])[NH2:22])[s:13][c:14]1[S:15](=[O:16])(=[O:17])[CH3:18])[CH3:6].[CH3:28][OH:29].[S:23](=[O:24])(=[O:25])([OH:26])[OH:27]>>[OH:7][CH2:8][CH2:9][c:10]1[cH:11][c:12]([S:19](=[O:20])(=[O:21])[NH2:22])[s:13][c:14]1[S:15](=[O:16])(=[O:17])[CH3:18]. Starting materials: COC(C)OCOCCc1cc(S(N)(=O)=O)sc1S(C)(=O)=O, CO, O=S(=O)(O)O.